From a dataset of the Open Reaction Database (ORD), a public repository of structured organic reaction records. describe an organic reaction: reactants, conditions, products, and yield Starting materials: COC(=O)C=1NC=C(C1)C1=C(C=CC(=C1)C(NC1=CC=NC=C1)=O)C(C)NC(=O)OC(C)(C)C (4-[2-(1-tert-Butoxycarbonylamino-ethyl)-5-(pyridin-4-ylcarbamoyl)-phenyl]-1H-pyrrole-2-carboxylic acid methyl ester), [Li+].[OH-] (LiOH). Solvent: C1CCOC1 (THF), CO (MeOH), C(=O)(O)[O-].[Na+] (NaHCO3). Run at temperature 40 celsius, time 1.5 hour. Product: C(C)(C)(C)OC(=O)NC(C)C1=C(C=C(C=C1)C(NC1=CC=NC=C1)=O)C=1C=C(NC1)C(=O)O (4-[2-(1-tert-Butoxycarbonylamino-ethyl)-5-(pyridin-4-ylcarbamoyl)-phenyl]-1H-pyrrole-2-carboxylic acid). RXN SMILES: C[O:2][C:3]([C:5]1[NH:6][CH:7]=[C:8]([C:10]2[CH:15]=[C:14]([C:16](=[O:24])[NH:17][C:18]3[CH:23]=[CH:22][N:21]=[CH:20][CH:19]=3)[CH:13]=[CH:12][C:11]=2[CH:25]([NH:27][C:28]([O:30][C:31]([CH3:34])([CH3:33])[CH3:32])=[O:29])[CH3:26])[CH:9]=1)=[O:4].[Li+].[OH-]>C1COCC1.CO.C([O-])(O)=O.[Na+]>[C:31]([O:30][C:28]([NH:27][CH:25]([C:11]1[CH:12]=[CH:13][C:14]([C:16](=[O:24])[NH:17][C:18]2[CH:23]=[CH:22][N:21]=[CH:20][CH:19]=2)=[CH:15][C:10]=1[C:8]1[CH:9]=[C:5]([C:3]([OH:4])=[O:2])[NH:6][CH:7]=1)[CH3:26])=[O:29])([CH3:32])([CH3:33])[CH3:34] |f:1.2,5.6|. Reported procedure: To a solution of 4-[2-(1-tert-Butoxycarbonylamino-ethyl)-5-(pyridin-4-ylcarbamoyl)-phenyl]-1H-pyrrole-2-carboxylic acid methyl ester (661 μmol) in THF (1.6 ml) and MeOH (1.6 ml) was added a 1N LiOH solution (1.6 ml). The reaction mixture was stirred at 40° C. for 1.5 hours. The reaction mixture was diluted with saturated NaHCO3 and extracted with EtOAc. The aqueous layer is acidified with a 20% citric acid solution and extracted again with EtOAc. The combined organic layers were dried over MgSO4... The reactants are C(C#C)(=O)OC (methyl propiolate), C(CCC)[Li] (n-butyllithium), COC1=C(C=O)C=C(C=C1)OC (2.5-dimethoxybenzaldehyde), [Cl-].[NH4+] (ammonium chloride). Run in O1CCCC1 (tetrahydrofuran), O1CCCC1 (tetrahydrofuran). Reaction conditions: time 10 minute. The product is COC1=C(C=C(C=C1)OC)C(C#CC(=O)OC)O (methyl 4-(2.5-dimethoxyphenyl)-4-hydroxy-2- butynoate). RXN SMILES: [C:1]([O:5][CH3:6])(=[O:4])[C:2]#[CH:3].C([Li])CCC.[CH3:12][O:13][C:14]1[CH:21]=[CH:20][C:19]([O:22][CH3:23])=[CH:18][C:15]=1[CH:16]=[O:17].[Cl-].[NH4+]>O1CCCC1>[CH3:12][O:13][C:14]1[CH:21]=[CH:20][C:19]([O:22][CH3:23])=[CH:18][C:15]=1[CH:16]([OH:17])[C:3]#[C:2][C:1]([O:5][CH3:6])=[O:4] |f:3.4|. Procedure: A solution of 8.36 ml (0.1 mol) of methyl propiolate in 100 ml of tetrahydrofuran was treated at -78° under argon with 68.8 ml of n-butyllithium (1.6M in hexane). The mixture was stirred at -78° for 10 minutes and then a solution of 16.6 g (0.1 mol) of 2.5-dimethoxybenzaldehyde in 120 ml of tetrahydrofuran was added within 40 minutes. The reaction mixture was stirred at -78° for a further 20 minutes, then brought to room temperature and treated with 150 ml of saturated ammonium chloride solution... Starting materials: B.CSC (Borane methyl sulfide), C1(OCCC2=CC=CC=C12)C(C(=O)N1CCN(CC1)C1=CC=C(C=C1)OC)(C)C (2-(isochroman-1-yl)-1-[4-(4-methoxyphenyl)piperazin-1-yl]-2-methylpropan-1-one), C1CCOC1 (THF), Cl (Hydrochloric acid). The solvent is CO (methanol). The product is Cl.Cl.C1(OCCC2=CC=CC=C12)C(CN1CCN(CC1)C1=CC=C(C=C1)OC)(C)C (1-[2-(Isochroman-1-yl)-2-methylpropyl]-4-(4-methoxyphenyl)piperazine dihydrochloride). RXN SMILES: B.CSC.[CH:5]1([C:15]([CH3:33])([CH3:32])[C:16]([N:18]2[CH2:23][CH2:22][N:21]([C:24]3[CH:29]=[CH:28][C:27]([O:30][CH3:31])=[CH:26][CH:25]=3)[CH2:20][CH2:19]2)=O)[C:14]2[C:9](=[CH:10][CH:11]=[CH:12][CH:13]=2)[CH2:8][CH2:7][O:6]1.C1COCC1.[ClH:39]>CO>[ClH:39].[ClH:39].[CH:5]1([C:15]([CH3:33])([CH3:32])[CH2:16][N:18]2[CH2:19][CH2:20][N:21]([C:24]3[CH:25]=[CH:26][C:27]([O:30][CH3:31])=[CH:28][CH:29]=3)[CH2:22][CH2:23]2)[C:14]2[C:9](=[CH:10][CH:11]=[CH:12][CH:13]=2)[CH2:8][CH2:7][O:6]1 |f:0.1,6.7.8|. Reported procedure: Triethylamine (1 ml) is added dropwise to a mixture of 2-(isochroman-1-yl)-2-methylpropionic acid (LXXII, 0.502 g, 2.3 mmol), 1-(4-methoxyphenyl)piperazine dihydrochloride (XI, 0.668 g, 2.5 mmol), diethylcyanophosphonate (0.44 ml, 2.9 mmol), DMF (2.4 ml) and dichloromethane (2.4 ml). After the mixture had stirred for 2.5 hr, aqueous saturated sodium bicarbonate is added and the mixture is stirred for 70 min. The mixture is then partitioned between dichloromethane and saline, the phases separated... The reactants are CC(=CCOC1=CC=C(C=C1)CCC(=O)O)CCC=C(C)C (3-{4-[(3,7-Dimethyl-2,6-octadienyl)oxy]phenyl}propionic acid), suspension, [H-].[Na+] (Sodium hydride), N1C=NC=C1 (imidazole), C(=O)(N1C=NC=C1)N1C=NC=C1 (1,1′-carbonyldiimidazole), N1C=NC=C1 (imidazole), NC=1SSC(N1)=S (3-amino-1,2,4-dithiazole-5-thione). The solvent is O1CCCC1 (tetrahydrofuran), O (water), O1CCCC1 (tetrahydrofuran). Run at temperature 0 celsius, time 30 minute. The product is CC(=CCOC1=CC=C(C=C1)CCC(=O)NC1=NC(SS1)=S)CCC=C(C)C (3-{4-[(3,7-dimethyl-2,6-octadienyl)oxy]phenyl}-N-(3-thioxo-3H-1,2,4-dithiazol-5-yl)propanamide). Yield: 58.9%. Reaction SMILES: [CH3:1][C:2]([CH2:17][CH2:18][CH:19]=[C:20]([CH3:22])[CH3:21])=[CH:3][CH2:4][O:5][C:6]1[CH:11]=[CH:10][C:9]([CH2:12][CH2:13][C:14](O)=[O:15])=[CH:8][CH:7]=1.C(N1C=CN=C1)(N1C=CN=C1)=O.N1C=CN=C1.[H-].[Na+].[NH2:42][C:43]1[S:44][S:45][C:46](=[S:48])[N:47]=1>O1CCCC1.O>[CH3:1][C:2]([CH2:17][CH2:18][CH:19]=[C:20]([CH3:22])[CH3:21])=[CH:3][CH2:4][O:5][C:6]1[CH:11]=[CH:10][C:9]([CH2:12][CH2:13][C:14]([NH:42][C:43]2[S:44][S:45][C:46](=[S:48])[N:47]=2)=[O:15])=[CH:8][CH:7]=1 |f:3.4|. Procedure: 3-{4-[(3,7-Dimethyl-2,6-octadienyl)oxy]phenyl}propionic acid (1.00 g, 3.31 mmol) was dissolved in tetrahydrofuran (11 ml), and 1,1′-carbonyldiimidazole (0.643 g, 3.97 mmol) was added thereto. The imidazole mixture was stirred for 1 hour at 0° C. Sodium hydride (60% oil suspension 0.132 g, 3.31 mmol) was suspended in tetrahydrofuran (11 ml), and 3-amino-1,2,4-dithiazole-5-thione (0.497 g, 3.31 mmol) was added thereto. After being stirred for 30 minutes at 0° C., the reaction mixture, with the imi... Reactants: CCOC(=O)CN1CCC(=C2c3ccc(C#N)cc3CCc3cccnc32)CC1, NCCN, O. Product: N#Cc1ccc2c(c1)CCc1cccnc1C2=C1CCN(CC(=O)NCCN)CC1. Reaction SMILES: [C:5](#[N:6])[c:7]1[cH:8][cH:9][c:10]2[c:11]([cH:33]1)[CH2:12][CH2:13][c:14]1[c:15]([n:16][cH:17][cH:18][cH:19]1)[C:20]2=[C:21]1[CH2:22][CH2:23][N:24]([CH2:27][C:28]([O:30][CH2:29][CH3:31])=[O:32])[CH2:25][CH2:26]1.[NH2:1][CH2:2][CH2:3][NH2:4].[OH2:34]>>[NH:1]([CH2:2][CH2:3][NH2:4])[C:28]([CH2:27][N:24]1[CH2:23][CH2:22][C:21](=[C:20]2[c:10]3[cH:9][cH:8][c:7]([C:5]#[N:6])[cH:33][c:11]3[CH2:12][CH2:13][c:14]3[c:15]2[n:16][cH:17][cH:18][cH:19]3)[CH2:26][CH2:25]1)=[O:30].